Dataset: the Open Reaction Database (ORD), a public repository of structured organic reaction records. Task: describe an organic reaction: reactants, conditions, products, and yield Reactants: C(CCC)[Li] (Butyllithium), ClC1=C(C=C(C(=O)O)C=C1)F (4-chloro-3-fluorobenzoic acid), CSSC (dimethyldisulphide), Cl (Hydrochloric acid). Run in O1CCCC1 (tetrahydrofuran), O1CCCC1 (tetrahydrofuran). Reaction conditions: time 8 hour. The product is ClC1=C(C(=C(C(=O)O)C=C1)SC)F (4-chloro-3-fluoro-2-(methylsulphenyl)benzoic acid). As a reaction SMILES: C([Li])CCC.[Cl:6][C:7]1[CH:15]=[CH:14][C:10]([C:11]([OH:13])=[O:12])=[CH:9][C:8]=1[F:16].[CH3:17][S:18]SC.Cl>O1CCCC1>[Cl:6][C:7]1[CH:15]=[CH:14][C:10]([C:11]([OH:13])=[O:12])=[C:9]([S:18][CH3:17])[C:8]=1[F:16]. Procedure: Butyllithium (2.5M in hexane; 180 ml) was added dropwise with stirring to a cooled solution of 4-chloro-3-fluorobenzoic acid (37.5 g) in tetrahydrofuran at -40° C. for 3 hours. A solution of dimethyldisulphide (60.5 g) in tetrahydrofuran was added and the mixture was stirred at room temperature overnight. Hydrochloric acid (2M) was added and the layers were separated. The aqueous layer was extracted with ether and the combined organic layers were extracted with aqueous sodium hydroxide solution ... The reactants are Cc1cccc(Br)c1, CC1CCC(=CN(C)c2ccccc2)C1=O, CC(C)(C)[O-], Cc1ccccc1, [Na+]. Yields the product Cc1cccc(C2(C)CCC(=CN(C)c3ccccc3)C2=O)c1. As a reaction SMILES: [Br:17][c:18]1[cH:19][c:20]([CH3:24])[cH:21][cH:22][cH:23]1.[CH3:1][CH:2]1[C:3](=[O:16])[C:4](=[CH:7][N:8]([c:9]2[cH:10][cH:11][cH:12][cH:13][cH:14]2)[CH3:15])[CH2:5][CH2:6]1.[CH3:25][C:26]([CH3:27])([O-:28])[CH3:29].[CH3:31][c:32]1[cH:33][cH:34][cH:35][cH:36][cH:37]1.[Na+:30]>>[CH3:1][C:2]1([c:18]2[cH:19][c:20]([CH3:24])[cH:21][cH:22][cH:23]2)[C:3](=[O:16])[C:4](=[CH:7][N:8]([c:9]2[cH:10][cH:11][cH:12][cH:13][cH:14]2)[CH3:15])[CH2:5][CH2:6]1. Reactants: CS(=O)(=O)Cl (methanesulfonyl chloride), ClC1=C(COC2=CC3=C([C@@H](CO3)CCO)C=C2)C=CC(=C1)Cl (2-((3S)-6-((2,4-dichlorobenzyl)oxy)-2,3-dihydro-1-benzofuran-3-yl)ethanol), C1CCOC1 (THF), C(C)([O-])=S.[K+] (potassium ethanethioate). Run in CCN(CC)CC (Et3N), CN(C)C=O (DMF). Reaction conditions: time 30 minute. The product is C(C)(SCC[C@@H]1COC2=C1C=CC(=C2)OCC2=C(C=C(C=C2)Cl)Cl)=O (S-(2-((3S)-6-((2,4-Dichlorobenzyl)oxy)-2,3-dihydro-1-benzofuran-3-yl)ethyl) ethanethioate). The yield is 71.9%. RXN SMILES: [Cl:1][C:2]1[CH:21]=[C:20]([Cl:22])[CH:19]=[CH:18][C:3]=1[CH2:4][O:5][C:6]1[CH:17]=[CH:16][C:9]2[C@H:10]([CH2:13][CH2:14]O)[CH2:11][O:12][C:8]=2[CH:7]=1.C1COCC1.CS(Cl)(=O)=O.[C:33](=[S:36])([O-:35])[CH3:34].[K+]>CN(C=O)C.CCN(CC)CC>[C:33](=[O:35])([S:36][CH2:14][CH2:13][C@H:10]1[C:9]2[CH:16]=[CH:17][C:6]([O:5][CH2:4][C:3]3[CH:18]=[CH:19][C:20]([Cl:22])=[CH:21][C:2]=3[Cl:1])=[CH:7][C:8]=2[O:12][CH2:11]1)[CH3:34] |f:3.4|. Procedure: To a mixture of 2-((3S)-6-((2,4-dichlorobenzyl)oxy)-2,3-dihydro-1-benzofuran-3-yl)ethanol (678 mg) and THF (dry) (20 mL) were added methanesulfonyl chloride (0.310 mL) and Et3N (0.279 mL). The mixture was stirred at room temperature for 30 min. And then DMF (dry) (20.00 mL) and potassium ethanethioate (228 mg) were added to the mixture. The volatiles (THF) were removed by evaporation. The resulting mixture was stirred at 70° C. for 2 h. The mixture was poured into water and extracted with EtOAc.... The reactants are NC1=C(C(=O)NC)C=C(C=C1)Br (2-Amino-5-bromo-N-methylbenzamide), CN(C)C=O (DMF). The reagents and catalysts are [C-]#N.[Zn+2].[C-]#N (zinc cyanide), C=1C=CC(=CC1)[P](C=2C=CC=CC2)(C=3C=CC=CC3)[Pd]([P](C=4C=CC=CC4)(C=5C=CC=CC5)C=6C=CC=CC6)([P](C=7C=CC=CC7)(C=8C=CC=CC8)C=9C=CC=CC9)[P](C=1C=CC=CC1)(C=1C=CC=CC1)C=1C=CC=CC1 (Pd(PPh3)4). Product: NC1=C(C(=O)NC)C=C(C=C1)C#N (2-Amino-5-cyano-N-methylbenzamide). Isolated yield 48.0%. Reaction SMILES: [NH2:1][C:2]1[CH:11]=[CH:10][C:9](Br)=[CH:8][C:3]=1[C:4]([NH:6][CH3:7])=[O:5].[CH3:13][N:14](C=O)C>[C-]#N.[Zn+2].[C-]#N.C1C=CC([P]([Pd]([P](C2C=CC=CC=2)(C2C=CC=CC=2)C2C=CC=CC=2)([P](C2C=CC=CC=2)(C2C=CC=CC=2)C2C=CC=CC=2)[P](C2C=CC=CC=2)(C2C=CC=CC=2)C2C=CC=CC=2)(C2C=CC=CC=2)C2C=CC=CC=2)=CC=1>[NH2:1][C:2]1[CH:11]=[CH:10][C:9]([C:13]#[N:14])=[CH:8][C:3]=1[C:4]([NH:6][CH3:7])=[O:5] |f:2.3.4,^1:26,28,47,66|. Procedure: A mixture of 2-Amino-5-bromo-N-methylbenzamide (100.0 mg, 0.4365 mmol), zinc cyanide (51.26 mg, 0.4365 mmol), Pd(PPh3)4 (75.67 mg, 0.06548 mmol) in DMF (1.5 mL) was flushed with nitrogen and irradiated in a microwave reactor at 150° C. for 5 minutes. The reaction mixture was poured into water and extracted by ethyl acetate. The combined organic layers were washed with water and brine, concentrated in vacuo and purified on an ISCO Combiflash unit to isolate the desired product (37.0 mg, 48% yield...